From a dataset of the Open Reaction Database (ORD), a public repository of structured organic reaction records. describe an organic reaction: reactants, conditions, products, and yield Reactants: CCOC(=O)/N=N/C(=O)OCC.C1(=CC=CC=C1)P(C1=CC=CC=C1)C1=CC=CC=C1 (DEAD triphenylphosphine), C(C)(C)(C)OC(=O)N1CC(CCC1)CO (N-t-Butyloxycarbonyl-3-piperidinylmethanol), OC1=CC=C(C(=O)OCC)C=C1 (ethyl 4-hydroxybenzoate). Product: C(C)OC(C1=CC=C(C=C1)OCC1CN(CCC1)C(=O)OC(C)(C)C)=O (4-(N-t-Butyloxycarbonyl-3-piperidinylmethoxy)benzoic acid ethyl ester), oil. The yield is 58.0%. Reaction SMILES: [C:1]([O:5][C:6]([N:8]1[CH2:13][CH2:12][CH2:11][CH:10]([CH2:14][OH:15])[CH2:9]1)=[O:7])([CH3:4])([CH3:3])[CH3:2].O[C:17]1[CH:27]=[CH:26][C:20]([C:21]([O:23][CH2:24][CH3:25])=[O:22])=[CH:19][CH:18]=1.CCOC(/N=N/C(OCC)=O)=O.C1(P(C2C=CC=CC=2)C2C=CC=CC=2)C=CC=CC=1>>[CH2:24]([O:23][C:21](=[O:22])[C:20]1[CH:26]=[CH:27][C:17]([O:15][CH2:14][CH:10]2[CH2:11][CH2:12][CH2:13][N:8]([C:6]([O:5][C:1]([CH3:4])([CH3:3])[CH3:2])=[O:7])[CH2:9]2)=[CH:18][CH:19]=1)[CH3:25] |f:2.3|. Procedure details: N-t-Butyloxycarbonyl-3-piperidinylmethanol was etherified with ethyl 4-hydroxybenzoate using the DEAD/triphenylphosphine procedure given in Step 1 of Example 25. The crude product was purified by pressurized silica gel column chromatography using a gradient elution of 10-25% EtOAc-hexanes. 4-(N-t-Butyloxycarbonyl-3-piperidinylmethoxy)benzoic acid ethyl ester was obtained as an oil (58% yield).